This data is from the Open Reaction Database (ORD), a public repository of structured organic reaction records. The task is: describe an organic reaction: reactants, conditions, products, and yield The reactants are C(C)(C)(C)OC(=O)N[C@H](C(=O)O)C(C)(C)OC ((S)-2-(tert-butoxycarbonylamino)-3-methoxy-3-methylbutanoic acid), FC(C(=O)O)(F)F (trifluoroacetic acid), ClC(=O)OC (methyl chloroformate), [OH-].[Na+] (NaOH). Solvent: C(Cl)Cl (CH2Cl2), CCOC(=O)C (EtOAc). Reaction conditions: time 1 hour. Yields the product COC([C@@H](C(=O)O)NC(=O)OC)(C)C ((S)-3-methoxy-2-(methoxycarbonylamino)-3-methylbutanoic acid). Isolated yield 70.9%. RXN SMILES: [C:1]([O:5][C:6]([NH:8][C@@H:9]([C:13]([O:16][CH3:17])([CH3:15])[CH3:14])[C:10]([OH:12])=[O:11])=[O:7])(C)(C)C.FC(F)(F)C(O)=O.[OH-].[Na+].ClC(OC)=O>C(Cl)Cl.CCOC(C)=O>[CH3:17][O:16][C:13]([CH3:15])([CH3:14])[C@H:9]([NH:8][C:6]([O:5][CH3:1])=[O:7])[C:10]([OH:12])=[O:11] |f:2.3|. Procedure details: To a solution of Example 203B (163 mg, 0.66 mmol) in CH2Cl2 (2 mL) was added trifluoroacetic acid (2 mL) and the solution was stirred at room temperature for 1 h. Solvent was removed in vacuo and the residue was suspended in saturated NaHCO3, extracted with EtOAc, the organic extracts combined, washed with brine, dried (Na2SO4), filtered and solvent removed in vacuo. The residue was dissolved in dioxane (1 mL) and 1 M NaOH (1.1 mL, 2.175 mmol) was added followed by the dropwise addition of methy... Yield: 99.9%. Solvent: ice water, CCCCCC (hexane). Procedure: To a stirred and cooled (-78° C.) mixture of 50 parts of 1-bromo-2-(dimethoxymethyl)benzene and 245 parts of 1,1'-oxybisethane were added dropwise 59 parts of a 1-butyllithium solution 2.5M in hexane. Upon complete addition, stirring was continued for 10 minutes at room temperature. A solution of 23.1 parts of 3-pyridinecarboxaldehyde in 42 parts of 1,1'-oxybisethane was added dropwise to the reaction mixture. Upon completion, the mixture was allowed to reach room temperature. The mixture was ta... Reaction SMILES: Br[C:2]1[CH:7]=[CH:6][CH:5]=[CH:4][C:3]=1[CH:8]([O:11][CH3:12])[O:9][CH3:10].O(CC)CC.C([Li])CCC.[N:23]1[CH:28]=[CH:27][CH:26]=[C:25]([CH:29]=[O:30])[CH:24]=1>CCCCCC>[CH3:10][O:9][CH:8]([O:11][CH3:12])[C:3]1[CH:4]=[CH:5][CH:6]=[CH:7][C:2]=1[CH:29]([C:25]1[CH:24]=[N:23][CH:28]=[CH:27][CH:26]=1)[OH:30]. Product: COC(C1=C(C=CC=C1)C(O)C=1C=NC=CC1)OC (α-[2-(dimethoxymethyl)phenyl]-3-pyridinemethanol), intermediate 1. Reaction conditions: time 10 minute. Starting materials: 50, BrC1=C(C=CC=C1)C(OC)OC (1-bromo-2-(dimethoxymethyl)benzene), O(CC)CC (1,1'-oxybisethane), C(CCC)[Li] (1-butyllithium), 23.1, N1=CC(=CC=C1)C=O (3-pyridinecarboxaldehyde), O(CC)CC (1,1'-oxybisethane). Reactants: COC=1C=C(C=CC1[N+](=O)[O-])C1=CC=C(C=C1)C(CC(C(=O)OC)(C)C)=O (methyl 4-(3′-methoxy-4′-nitro-1,1′-biphenyl-4-yl)-2,2-dimethyl -4-oxobutanoate), Cl (HCl). Reagents/catalysts: [Fe] (iron). The solvent is C(C)O (ethanol). Product: NC1=C(C=C(C=C1)C1=CC=C(C=C1)C(CC(C(=O)OC)(C)C)=O)OC (methyl 4-(4′-amino-3′-methoxy-1,1′-biphenyl-4-yl)-2,2-dimethyl-4-oxobutanoate). Yield: 66.7%. RXN SMILES: [CH3:1][O:2][C:3]1[CH:4]=[C:5]([C:12]2[CH:17]=[CH:16][C:15]([C:18](=[O:27])[CH2:19][C:20]([CH3:26])([CH3:25])[C:21]([O:23][CH3:24])=[O:22])=[CH:14][CH:13]=2)[CH:6]=[CH:7][C:8]=1[N+:9]([O-])=O.Cl>C(O)C.[Fe]>[NH2:9][C:8]1[CH:7]=[CH:6][C:5]([C:12]2[CH:13]=[CH:14][C:15]([C:18](=[O:27])[CH2:19][C:20]([CH3:26])([CH3:25])[C:21]([O:23][CH3:24])=[O:22])=[CH:16][CH:17]=2)=[CH:4][C:3]=1[O:2][CH3:1]. Procedure: To a solution of methyl 4-(3′-methoxy-4′-nitro-1,1′-biphenyl-4-yl)-2,2-dimethyl -4-oxobutanoate (670 mg, 1.80 mmol) in 85% aqueous ethanol (27 mL) was added iron powder (1.01 g, 18.04 mmol) and 2 N aqueous HCl (0.9 mL, 1.8 mmol), and the resulting suspension was heated at reflux for 2.5 h. The mixture was then cooled to rt, and filtered through a pad of Celite®. Water was added, the mixture was extracted with ethyl acetate, and the combined organic phases were dried over anhydrous sodium sulfate... The reactants are FC(S(=O)(=O)C1=CC2=C(NC(N2)=O)C=C1)(F)F (5-trifluoromethylsulfonyl-1,3-dihydro-benzimidazol-2-one), O=P(Cl)(Cl)Cl (POCl3). Yields the product ClC1=NC2=C(N1)C=CC(=C2)S(=O)(=O)C(F)(F)F (2-chloro-5-trifluoromethylsulfonyl-1H-benzimidazole). RXN SMILES: [F:1][C:2]([F:17])([F:16])[S:3]([C:6]1[CH:15]=[CH:14][C:9]2[NH:10][C:11](=O)[NH:12][C:8]=2[CH:7]=1)(=[O:5])=[O:4].O=P(Cl)(Cl)[Cl:20]>>[Cl:20][C:11]1[NH:10][C:9]2[CH:14]=[CH:15][C:6]([S:3]([C:2]([F:17])([F:16])[F:1])(=[O:5])=[O:4])=[CH:7][C:8]=2[N:12]=1. Reported procedure: Reflux 5-trifluoromethylsulfonyl-1,3-dihydro-benzimidazol-2-one (380 mg) for 8 hours in POCl3 (10 mL). Evaporate the solvent in vacuo, then carefully neutralize with saturated NaHCO3, and extract with EtOAc. Dry over Na2SO4, concentrate under vacuum, and purify by flash chromatography (1:1 hexanes/EtOAc) to obtain 2-chloro-5-trifluoromethylsulfonyl-1H-benzimidazole. Reactants: CC1(CC(C=CC1)=O)C (3,3-dimethyl-cyclohex-5-en-1-one). The reagents and catalysts are [Pd] (palladium on charcoal). Yields the product CC1(CC(CCC1)=O)C (3,3-dimethylcyclohexanone). As a reaction SMILES: [CH3:1][C:2]1([CH3:9])[CH2:7][CH:6]=[CH:5][C:4](=[O:8])[CH2:3]1>[Pd]>[CH3:1][C:2]1([CH3:9])[CH2:7][CH2:6][CH2:5][C:4](=[O:8])[CH2:3]1. Procedure: (a') A catalytic hydrogenation of 3,3-dimethyl-cyclohex-5-en-1-one was carried out according to the usual techniques in the presence of palladium on charcoal and yielded 3,3-dimethylcyclohexanone. The subsequent ethylination by means of acetylene in a basic medium gave 1-ethynyl-1-hydroxy-3,3-dimethyl-cyclohexane in about 50% yield. Starting materials: BrC=1C=NC=2N(C1)N=C(C2)C(=O)O (6-bromo-pyrazolo[1,5-a]pyrimidine-2-carboxylic acid), BrC1=COC=2C(NCCC21)C (3-bromo-7-methyl-4,5,6,7-tetrahydrofuro[2,3-c]pyridine). Yields the product BrC1=COC=2C(N(CCC21)C(=O)C2=NN1C(N=CC(=C1)Br)=C2)C ((3-Bromo-7-methyl-4,7-dihydro-5H-furo[2,3-c]pyridin-6-yl)-(6-bromo-pyrazolo[1,5-a]pyrimidin-2-yl)-methanone). Reaction SMILES: [Br:1][C:2]1[CH:3]=[N:4][C:5]2[N:6]([N:8]=[C:9]([C:11]([OH:13])=O)[CH:10]=2)[CH:7]=1.[Br:14][C:15]1[C:23]2[CH2:22][CH2:21][NH:20][CH:19]([CH3:24])[C:18]=2[O:17][CH:16]=1>>[Br:14][C:15]1[C:23]2[CH2:22][CH2:21][N:20]([C:11]([C:9]3[CH:10]=[C:5]4[N:4]=[CH:3][C:2]([Br:1])=[CH:7][N:6]4[N:8]=3)=[O:13])[CH:19]([CH3:24])[C:18]=2[O:17][CH:16]=1. Procedure details: In close analogy to the procedure described in Example 1, 6-bromo-pyrazolo[1,5-a]pyrimidine-2-carboxylic acid is reacted with 3-bromo-7-methyl-4,5,6,7-tetrahydrofuro[2,3-c]pyridine to provide the title compound. Reactants: CC(=O)OC(C)=O, CC(=O)O, Nc1ccc(NC(=C2C(=O)Nc3ccc([N+](=O)[O-])cc32)c2ccccc2)cc1. Product: CC(=O)Nc1ccc(NC(=C2C(=O)Nc3ccc([N+](=O)[O-])cc32)c2ccccc2)cc1. As a reaction SMILES: [CH3:29][C:30](=[O:31])[O:32][C:33](=[O:34])[CH3:35].[CH3:36][C:37](=[O:38])[OH:39].[NH2:1][c:2]1[cH:3][cH:4][c:5]([NH:8][C:9]([c:10]2[cH:11][cH:12][cH:13][cH:14][cH:15]2)=[C:16]2[C:17](=[O:28])[NH:18][c:19]3[cH:20][cH:21][c:22]([N+:25](=[O:26])[O-:27])[cH:23][c:24]32)[cH:6][cH:7]1>>[NH:1]([c:2]1[cH:3][cH:4][c:5]([NH:8][C:9]([c:10]2[cH:11][cH:12][cH:13][cH:14][cH:15]2)=[C:16]2[C:17](=[O:28])[NH:18][c:19]3[cH:20][cH:21][c:22]([N+:25](=[O:26])[O-:27])[cH:23][c:24]32)[cH:6][cH:7]1)[C:30]([CH3:29])=[O:31].